This data is from the Open Reaction Database (ORD), a public repository of structured organic reaction records. The task is: describe an organic reaction: reactants, conditions, products, and yield Reaction SMILES: [CH3:12][C:13](=[CH:14][CH2:15][CH2:16][CH:17]([CH2:18][CH:19]=[O:20])[CH3:21])[CH3:22].[CH3:1][C:2]([CH3:3])=[CH:4][CH2:5][CH2:6][C:7]([CH3:8])=[CH:9][CH:10]=[O:11].[CH3:23][CH:24]([CH2:25][CH2:26][CH:27]=[C:28]([CH3:29])[CH3:30])[CH2:31][CH2:32][OH:33]>>[CH3:1][C:2]([CH3:3])=[CH:4][CH2:5][CH2:6][C:7]([CH2:8][CH3:12])=[CH:9][CH:10]=[O:11]. The product is CCC(=CC=O)CCC=C(C)C. The reactants are CC(C)=CCCC(C)CC=O, CC(C)=CCCC(C)=CC=O, CC(C)=CCCC(C)CCO. Conditions: time 2 hour. The yield is 86.5%. Procedure details: To 4 ml of the mixed solution (1:1) of 4N hydrochloric acid and acetic acid was added 480 mg of ethyl 8-bromo-1-[6-(t-butylamino)-5-fluoropyridine-2-yl]-6,7-difluoro-4-oxo-1,4-dihydroquinoline-3-carboxylate, and the mixture was heated under reflux with stirring for 2 hours. After adding 4 ml of distilled water, the solution was allowed to cool, and the precipitate was collected by filtration and washed with ethanol and diisopropylether successively to obtain 345 mg of the title compound as a col... As a reaction SMILES: Cl.C(O)(=O)C.[Br:6][C:7]1[C:8]([F:36])=[C:9]([F:35])[CH:10]=[C:11]2[C:16]=1[N:15]([C:17]1[CH:22]=[CH:21][C:20]([F:23])=[C:19]([NH:24]C(C)(C)C)[N:18]=1)[CH:14]=[C:13]([C:29]([O:31]CC)=[O:30])[C:12]2=[O:34]>O>[NH2:24][C:19]1[N:18]=[C:17]([N:15]2[C:16]3[C:11](=[CH:10][C:9]([F:35])=[C:8]([F:36])[C:7]=3[Br:6])[C:12](=[O:34])[C:13]([C:29]([OH:31])=[O:30])=[CH:14]2)[CH:22]=[CH:21][C:20]=1[F:23]. Reactants: mixed solution, Cl (hydrochloric acid), C(C)(=O)O (acetic acid), BrC=1C(=C(C=C2C(C(=CN(C12)C1=NC(=C(C=C1)F)NC(C)(C)C)C(=O)OCC)=O)F)F (ethyl 8-bromo-1-[6-(t-butylamino)-5-fluoropyridine-2-yl]-6,7-difluoro-4-oxo-1,4-dihydroquinoline-3-carboxylate). Solvent: O (water). Yields the product NC1=C(C=CC(=N1)N1C=C(C(C2=CC(=C(C(=C12)Br)F)F)=O)C(=O)O)F (1-(6-amino-5-fluoropyridine-2-yl)-8-bromo-6,7-difluoro-4-oxo-1,4-dihydroquinoline-3-carboxylic acid). Starting materials: hydrochloride salt, N=C1N(CCCC1)C (2-imino-1-methylpiperidine), CN(C(=O)Cl)C1=CC=CC=C1 (N-methyl-phenylcarbamoyl chloride). The solvent is C1=CC=CC=C1 (benzene). The product is CN(C(=O)N=C1N(CCCC1)C)C1=CC=CC=C1 (1-methyl-3-(1-methyl-2 -piperidylidene)-1-phenylurea). RXN SMILES: [NH:1]=[C:2]1[CH2:7][CH2:6][CH2:5][CH2:4][N:3]1[CH3:8].[CH3:9][N:10]([C:14]1[CH:19]=[CH:18][CH:17]=[CH:16][CH:15]=1)[C:11](Cl)=[O:12]>C1C=CC=CC=1>[CH3:9][N:10]([C:14]1[CH:19]=[CH:18][CH:17]=[CH:16][CH:15]=1)[C:11]([N:1]=[C:2]1[CH2:7][CH2:6][CH2:5][CH2:4][N:3]1[CH3:8])=[O:12]. Procedure details: The hydrochloride salt of 2-imino-1-methylpiperidine (14.8 g.; 0.1 mole) is converted to free base by adding 10 ml. of 50% NaOH and extracting into benzene. After drying over K 2 CO 3, the benzene layer is stirred at room temperature and 8.84 g. (0.05 mole) of N-methyl-phenylcarbamoyl chloride (prepared according to the method of J. A. Aeschlimann, U.S. Pat. No. 2,449,440), dissolved in anhydrous benzene, is added dropwise to this solution. The mixture is stirred at room temperature overnight (a... Yields the product O=C(C(Cc1ccccc1)N(Cc1ccc(-c2cccnc2)cc1)C(=O)C=Cc1ccc(C(F)(F)F)cc1)N1CCN(Cc2ccccc2)CC1. Reaction SMILES: [C:56](=[O:57])([O-:58])[O-:59].[CH2:1]([c:2]1[cH:3][cH:4][cH:5][cH:6][cH:7]1)[CH:8]([C:9](=[O:10])[N:11]1[CH2:12][CH2:13][N:14]([CH2:17][c:18]2[cH:19][cH:20][cH:21][cH:22][cH:23]2)[CH2:15][CH2:16]1)[N:24]([C:25]([CH:26]=[CH:27][c:28]1[cH:29][cH:30][c:31]([C:34]([F:35])([F:36])[F:37])[cH:32][cH:33]1)=[O:38])[CH2:39][c:40]1[cH:41][cH:42][c:43]([Br:46])[cH:44][cH:45]1.[CH3:66][c:67]1[cH:68][cH:69][cH:70][cH:71][cH:72]1.[CH:62]([OH:63])([CH3:64])[CH3:65].[K+:60].[K+:61].[OH2:73].[n:47]1[cH:48][c:49]([B:53]([OH:54])[OH:55])[cH:50][cH:51][cH:52]1>>[CH2:1]([c:2]1[cH:3][cH:4][cH:5][cH:6][cH:7]1)[CH:8]([C:9](=[O:10])[N:11]1[CH2:12][CH2:13][N:14]([CH2:17][c:18]2[cH:19][cH:20][cH:21][cH:22][cH:23]2)[CH2:15][CH2:16]1)[N:24]([C:25]([CH:26]=[CH:27][c:28]1[cH:29][cH:30][c:31]([C:34]([F:35])([F:36])[F:37])[cH:32][cH:33]1)=[O:38])[CH2:39][c:40]1[cH:41][cH:42][c:43](-[c:49]2[cH:48][n:47][cH:52][cH:51][cH:50]2)[cH:44][cH:45]1. Reactants: O=C([O-])[O-], O=C(C(Cc1ccccc1)N(Cc1ccc(Br)cc1)C(=O)C=Cc1ccc(C(F)(F)F)cc1)N1CCN(Cc2ccccc2)CC1, Cc1ccccc1, CC(C)O, [K+], [K+], O, OB(O)c1cccnc1. The reactants are [OH-].[Na+] (sodium hydroxide), [N+](=O)([O-])C(C1=CC=CC=C1)Br (nitrobenzylbromide), C(C1=CC=CC=C1)OCCC=1NC(=C(N1)C(C)C)SC1=CC(=CC(=C1)Cl)Cl (2-(2-benzyloxyethyl)-5-(3,5-dichlorophenylthio)-4-isopropyl-1H-imidazole), O1CCCC1 (tetrahydrofuran). The reagents and catalysts are [Br-].C(CCC)[N+](CCCC)(CCCC)CCCC (tetrabutylammonium bromide). Product: C(C1=CC=CC=C1)OCCC=1N(C(=C(N1)C(C)C)SC1=CC(=CC(=C1)Cl)Cl)CC1=CC=C(C=C1)[N+](=O)[O-] (2-(2-benzyloxyethyl)-5-(3,5-dichlorophenylthio)-4-isopropyl-1-p-nitrobenzyl-1H-imidazole). Isolated yield 93.0%. As a reaction SMILES: [CH2:1]([O:8][CH2:9][CH2:10][C:11]1[NH:12][C:13]([S:19][C:20]2[CH:25]=[C:24]([Cl:26])[CH:23]=[C:22]([Cl:27])[CH:21]=2)=[C:14]([CH:16]([CH3:18])[CH3:17])[N:15]=1)[C:2]1[CH:7]=[CH:6][CH:5]=[CH:4][CH:3]=1.[OH-].[Na+].[N+:30]([CH:33](Br)[C:34]1C=CC=C[CH:35]=1)([O-:32])=[O:31].O1[CH2:45][CH2:44][CH2:43][CH2:42]1>[Br-].C([N+](CCCC)(CCCC)CCCC)CCC>[CH2:1]([O:8][CH2:9][CH2:10][C:11]1[N:12]([CH2:42][C:43]2[CH:35]=[CH:34][C:33]([N+:30]([O-:32])=[O:31])=[CH:45][CH:44]=2)[C:13]([S:19][C:20]2[CH:25]=[C:24]([Cl:26])[CH:23]=[C:22]([Cl:27])[CH:21]=2)=[C:14]([CH:16]([CH3:18])[CH3:17])[N:15]=1)[C:2]1[CH:3]=[CH:4][CH:5]=[CH:6][CH:7]=1 |f:1.2,5.6|. Reported procedure: In 10 ml of tetrahydrofuran was dissolved 1.05 mg (2.5 mmol)of 2-(2-benzyloxyethyl)-5-(3,5-dichlorophenylthio)-4-isopropyl-1H-imidazole (Compound I-136), followed by addition of 220 mg (5.5 mmol)of sodium hydroxide, 48 mg (0.15 mmol) of tetrabutylammonium bromide and 594 mg (2.75 mmol)of nitrobenzylbromide with stirring at room temperature, and the mixture was reacted for 3 hours and worked up. The reaction mixture was distilled off under reduced pressure, and the residue was extracted with ethy...